Task: describe an organic reaction: reactants, conditions, products, and yield. Dataset: the Open Reaction Database (ORD), a public repository of structured organic reaction records Reactants: C(C1=CC=CC=C1)OC1=CC=C(C=C1)CCN1C(C2=CC=C(C(=C2C1)OCCCCC)OC)=O (2-[2-(4-Benzyloxyphenyl)ethyl]-5-methoxy-4-pentyloxy-2,3-dihydroisoindol-1-one), [H][H] (hydrogen). The reagents and catalysts are [C].[Pd] (palladium-carbon). Solvent: C(C)(=O)OCC (ethyl acetate). Yields the product OC1=CC=C(C=C1)CCN1C(C2=CC=C(C(=C2C1)OCCCCC)OC)=O (2-[2-(4-hydroxyphenyl)ethyl]-5-methoxy-4-pentyloxy-2,3-dihydroisoindol-1-one). Isolated yield 4.9%. Reaction SMILES: C([O:8][C:9]1[CH:14]=[CH:13][C:12]([CH2:15][CH2:16][N:17]2[CH2:25][C:24]3[C:19](=[CH:20][CH:21]=[C:22]([O:32][CH3:33])[C:23]=3[O:26][CH2:27][CH2:28][CH2:29][CH2:30][CH3:31])[C:18]2=[O:34])=[CH:11][CH:10]=1)C1C=CC=CC=1.[H][H]>C(OCC)(=O)C.[C].[Pd]>[OH:8][C:9]1[CH:14]=[CH:13][C:12]([CH2:15][CH2:16][N:17]2[CH2:25][C:24]3[C:19](=[CH:20][CH:21]=[C:22]([O:32][CH3:33])[C:23]=3[O:26][CH2:27][CH2:28][CH2:29][CH2:30][CH3:31])[C:18]2=[O:34])=[CH:11][CH:10]=1 |f:3.4|. Procedure: 2-[2-(4-Benzyloxyphenyl)ethyl]-5-methoxy-4-pentyloxy-2,3-dihydroisoindol-1-one (125.9 mg, 0.274 mmol, 1.0 eq) was dissolved in ethyl acetate (10 ml), and 100% palladium-carbon catalyst (80 mg, water content 50%) was added. The mixture was stirred in a stream of hydrogen for 3 hours. After the completion of the reaction, the mixture was filtered through Celite and the filtrate was concentrated under reduced pressure. The obtained residue was purified by column chromatography on silica gel (ethyl ...